Dataset: the Open Reaction Database (ORD), a public repository of structured organic reaction records. Task: describe an organic reaction: reactants, conditions, products, and yield Reactants: ClC=1C=NC=C(C1NC(=O)C1=CC=C(C=2N(C3=CC=C(C=C3C12)N)C)OC)Cl (N-(3,5-dichloropyrid-4-yl)-1-methoxy-9-methyl-6-amino-9H-4-carbazolecarboxamide), C1CCOC1 (THF), N1=CC=CC=C1 (pyridine), C(C)(=O)Cl (acetyl chloride), C1CCOC1 (THF). Conditions: time 10 minute. Yields the product COC1=CC=C(C=2C3=CC(=CC=C3N(C12)C)NC(C)=O)C(=O)N (1-methoxy-9-methyl-6-acetamido-9H-4-carbazolecarboxamide). Reaction SMILES: ClC1C=NC=C(Cl)C=1[NH:8][C:9]([C:11]1[C:23]2[C:22]3[C:17](=[CH:18][CH:19]=[C:20]([NH2:24])[CH:21]=3)[N:16]([CH3:25])[C:15]=2C(OC)=C[CH:12]=1)=[O:10].N1C=CC=C[CH:30]=1.[C:35](Cl)(=[O:37])[CH3:36].C1C[O:42][CH2:41][CH2:40]1>>[CH3:30][O:37][C:35]1[C:15]2[N:16]([CH3:25])[C:17]3[C:22](=[CH:21][C:20]([NH:24][C:41](=[O:42])[CH3:40])=[CH:19][CH:18]=3)[C:23]=2[C:11]([C:9]([NH2:8])=[O:10])=[CH:12][CH:36]=1. Procedure details: N-(3,5-dichloropyrid-4-yl)-1-methoxy-9-methyl-6-amino-9H-4-carbazolecarboxamide (75 mg, 0.00018 mol) was suspended in THF (5 ml) and added with pyridine (28 mg, 0.00036 mol) and stirred at room temperature for 10 minutes. The solution obtained, was added with a solution of acetyl chloride in dry THF (5 ml). The reaction mixture was stirred for 1 hr. THF was evaporated and the solid was washed with water to get crude solid which was column chromatographed using 10% methanol in chloroform to give ... The reactants are Clc1ccccc1, Cl, [Cu], Cc1ccc(F)cc1[N+](=O)[O-], CCCCCO[N+](=O)[O-]. Yields the product Cc1ccc(F)cc1-c1ccc(Cl)cc1. Reaction SMILES: [Cl:22][c:23]1[cH:24][cH:25][cH:26][cH:27][cH:28]1.[ClH:21].[Cu:29].[F:1][c:2]1[cH:3][c:4]([N+:9]([O-:10])=[O:11])[c:5]([CH3:8])[cH:6][cH:7]1.[N+:12]([O-:13])([O:14][CH2:15][CH2:16][CH2:17][CH2:18][CH3:19])=[O:20]>>[F:1][c:2]1[cH:3][c:4](-[c:26]2[cH:25][cH:24][c:23]([Cl:22])[cH:28][cH:27]2)[c:5]([CH3:8])[cH:6][cH:7]1. Reactants: BrC=1C=C(OC=2C(=NC=CC2Cl)NC(OC(C)(C)C)=O)C=C(C1)Cl (tert-butyl [3-(3-bromo-5-chlorophenoxy)-4-chloropyridin-2-yl]carbamate), palladium tetrakistriphenylphosphine, CN1CCCC1=O (NMP). Reagents/catalysts: [C-]#N.[Zn+2].[C-]#N (zinc cyanide). Reaction conditions: temperature 100 celsius. Product: NC1=NC=CC(=C1OC=1C=C(C#N)C=C(C1)Cl)Cl (3-[(2-amino-4-chloropyridin-3-yl)oxy]-5-chlorobenzonitrile). RXN SMILES: Br[C:2]1[CH:3]=[C:4]([CH:21]=[C:22]([Cl:24])[CH:23]=1)[O:5][C:6]1[C:7]([NH:13]C(=O)OC(C)(C)C)=[N:8][CH:9]=[CH:10][C:11]=1[Cl:12].[CH3:25][N:26]1C(=O)CCC1>[C-]#N.[Zn+2].[C-]#N>[NH2:13][C:7]1[C:6]([O:5][C:4]2[CH:3]=[C:2]([CH:23]=[C:22]([Cl:24])[CH:21]=2)[C:25]#[N:26])=[C:11]([Cl:12])[CH:10]=[CH:9][N:8]=1 |f:2.3.4|. Procedure: To a degassed solution of tert-butyl [3-(3-bromo-5-chlorophenoxy)-4-chloropyridin-2-yl]carbamate (651 mg, 1.50 mmol) in NMP (7 mL) was added palladium tetrakistriphenylphosphine (260 mg, 0.225 mmol) and zinc cyanide (176 mg, 1.50 mmol) and heated to 100° C. for 20 minutes. After this time, the mixture was allowed to cool to room temperature and partitioned between water (20 mL) and ethyl acetate (2×50 mL). The combined organic extracts were washed with water (20 mL), dried over MgSO4, filtered a...